Dataset: the Open Reaction Database (ORD), a public repository of structured organic reaction records. Task: describe an organic reaction: reactants, conditions, products, and yield Starting materials: O=C([O-])[O-], CCOC(=O)c1cccc(C2=C(Br)CCC2)c1, OB(O)c1cc(Cl)ccc1OCc1ccccc1, COCCOC, [K+], [K+]. The product is CCOC(=O)c1cccc(C2=C(c3cc(Cl)ccc3OCc3ccccc3)CCC2)c1. Reaction SMILES: [C:18](=[O:19])([O-:20])[O-:21].[CH2:1]([CH3:2])[O:3][C:4]([c:5]1[cH:6][c:7]([C:11]2=[C:12]([Br:16])[CH2:13][CH2:14][CH2:15]2)[cH:8][cH:9][cH:10]1)=[O:17].[CH2:24]([c:25]1[cH:26][cH:27][cH:28][cH:29][cH:30]1)[O:31][c:32]1[c:33]([B:39]([OH:40])[OH:41])[cH:34][c:35]([Cl:38])[cH:36][cH:37]1.[CH2:42]([CH2:43][O:44][CH3:45])[O:46][CH3:47].[K+:22].[K+:23]>>[CH2:1]([CH3:2])[O:3][C:4]([c:5]1[cH:6][c:7]([C:11]2=[C:12]([c:33]3[c:32]([O:31][CH2:24][c:25]4[cH:26][cH:27][cH:28][cH:29][cH:30]4)[cH:37][cH:36][c:35]([Cl:38])[cH:34]3)[CH2:13][CH2:14][CH2:15]2)[cH:8][cH:9][cH:10]1)=[O:17]. The reactants are CN1N=C(C(=C1O)C(C1=C(C=C(C=C1)Cl)Cl)=O)C (1,3-dimethyl-4-(2,4-dichlorobenzoyl)-5-hydroxypyrazole), Cl (HCl). Product: Cl.CN1N=C(C(=C1O)C(C1=C(C=C(C=C1)Cl)Cl)=O)C (1,3-Dimethyl-4-(2,4-dichlorobenzoyl)-5-hydroxypyrazole hydrochloride). Isolated yield 57.1%. Reaction SMILES: [CH3:1][N:2]1[C:6]([OH:7])=[C:5]([C:8](=[O:17])[C:9]2[CH:14]=[CH:13][C:12]([Cl:15])=[CH:11][C:10]=2[Cl:16])[C:4]([CH3:18])=[N:3]1.Cl>>[ClH:15].[CH3:1][N:2]1[C:6]([OH:7])=[C:5]([C:8](=[O:17])[C:9]2[CH:14]=[CH:13][C:12]([Cl:15])=[CH:11][C:10]=2[Cl:16])[C:4]([CH3:18])=[N:3]1 |f:2.3|. Procedure: To 0.3 g. of 1,3-dimethyl-4-(2,4-dichlorobenzoyl)-5-hydroxypyrazole is added 2 ml. of conc. HCl and the resulting mixture is stirred at room temperature for 6 hours. After completion of the reaction, the reaction mixture is allowed to cool and the so separated desired product is recovered by filtration. The product is washed with a small amount of methanol and then with n-hexane and next dried to give 0.20 g. of the desired product as white powders having a melting point of 115°-125° C. (with de... The reactants are [Na] (sodium), C(CCCCCCCCCCCCCCC)O (n-hexadecanol), metal, [Na] (sodium), ClC1=NC=C(C(=N1)Cl)F (2,4-dichloro-5-fluoropyrimidine). Run in CCOCC (ether). The product is C(CCCCCCCCCCCCCCC)OC1=NC=C(C(=N1)OCCCCCCCCCCCCCCCC)F (2,4-di(n-hexadecyloxy)-5-fluoropyrimidine). Yield: 63.1%. Reaction SMILES: [CH2:1]([OH:17])[CH2:2][CH2:3][CH2:4][CH2:5][CH2:6][CH2:7][CH2:8][CH2:9][CH2:10][CH2:11][CH2:12][CH2:13][CH2:14][CH2:15][CH3:16].[Na].Cl[C:20]1[N:25]=[C:24](Cl)[C:23]([F:27])=[CH:22][N:21]=1>CCOCC>[CH2:1]([O:17][C:20]1[N:25]=[C:24]([O:17][CH2:1][CH2:2][CH2:3][CH2:4][CH2:5][CH2:6][CH2:7][CH2:8][CH2:9][CH2:10][CH2:11][CH2:12][CH2:13][CH2:14][CH2:15][CH3:16])[C:23]([F:27])=[CH:22][N:21]=1)[CH2:2][CH2:3][CH2:4][CH2:5][CH2:6][CH2:7][CH2:8][CH2:9][CH2:10][CH2:11][CH2:12][CH2:13][CH2:14][CH2:15][CH3:16] |^1:17|. Procedure: A 36.3 g quantity of n-hexadecanol is dissolved in 200 ml of absolute ether, 3.3 g of metal sodium is added to the solution and the mixture is refluxed until the sodium has been completely dissolved. Subsequently 8.5 g of 2,4-dichloro-5-fluoropyrimidine is added to the solution, and the mixture is refluxed for 3 hours. The resulting reaction mixture is washed with a small amount of water, and the ethereal layer is concentrated to separate out crystals, which are recrystallized from ethanol to gi... The reactants are C(C)(=O)Cl (Acetyl chloride), C(C)(=O)Cl (Acetyl chloride), CC1=C(C=NN1C1=NC=C(C=C1)C(F)(F)F)C(=O)NC=1C=NC(=C(C1)C)C=1CCNCC1 (5-methyl-N-[5-methyl-6-(1,2,3,6-tetrahydropyridin-4-yl)pyridin-3-yl]-1-[5-(trifluoromethyl)pyridin-2-yl]-1H-pyrazole-4-carboxamide), O (Water), C(C)(=O)Cl (Acetyl chloride). Run in N1=CC=CC=C1 (pyridine). Run at temperature 40 celsius, time 6 hour. The product is C(C)(=O)N1CCC(=CC1)C1=C(C=C(C=N1)NC(=O)C=1C=NN(C1C)C1=NC=C(C=C1)C(F)(F)F)C (N-{6-[1-Acetyl-1,2,3,6-tetrahydropyridin-4-yl]-5-methylpyridin-3-yl}-5-methyl-1-[5-(trifluoromethyl)pyridin-2-yl]-1H-pyrazole-4-carboxamide). Reaction SMILES: [C:1](Cl)(=[O:3])[CH3:2].[CH3:5][C:6]1[N:10]([C:11]2[CH:16]=[CH:15][C:14]([C:17]([F:20])([F:19])[F:18])=[CH:13][N:12]=2)[N:9]=[CH:8][C:7]=1[C:21]([NH:23][C:24]1[CH:25]=[N:26][C:27]([C:31]2[CH2:32][CH2:33][NH:34][CH2:35][CH:36]=2)=[C:28]([CH3:30])[CH:29]=1)=[O:22].O>N1C=CC=CC=1>[C:1]([N:34]1[CH2:35][CH:36]=[C:31]([C:27]2[N:26]=[CH:25][C:24]([NH:23][C:21]([C:7]3[CH:8]=[N:9][N:10]([C:11]4[CH:16]=[CH:15][C:14]([C:17]([F:20])([F:19])[F:18])=[CH:13][N:12]=4)[C:6]=3[CH3:5])=[O:22])=[CH:29][C:28]=2[CH3:30])[CH2:32][CH2:33]1)(=[O:3])[CH3:2]. Procedure: Acetyl chloride (50 μl) was added to a solution of 5-methyl-N-[5-methyl-6-(1,2,3,6-tetrahydropyridin-4-yl)pyridin-3-yl]-1-[5-(trifluoromethyl)pyridin-2-yl]-1H-pyrazole-4-carboxamide (300 mg) described in Reference Example 170 in pyridine (3.4 ml), stirred at 40° C. for six hours. Acetyl chloride (50 μl) was added and stirred for two hours, and then, Acetyl chloride (50 μl) was added and stirred for six hours. Water was added to the reaction solution and the precipitated solid was washed with eth...